This data is from the Open Reaction Database (ORD), a public repository of structured organic reaction records. The task is: describe an organic reaction: reactants, conditions, products, and yield Reactants: S(=O)(=O)([O-])C1=CC=C(C)C=C1 (tosylate), C([O-])([O-])=O.[K+].[K+] (potassium carbonate), C(C)(C)(C)C=1C=C(CCO)C=C(C1O)C(C)(C)C (3,5-di-tert.-butyl-4-hydroxyphenethyl alcohol), N1(CCNCC1)C1=CC=C(C=C1)CC(=O)OCCCC (n-butyl 4-(piperazin-1-yl)-phenylacetate). Solvent: CC(CC)=O (butan-2-one). The product is C(C)(C)(C)C=1C=C(CCN2CCN(CC2)C2=CC=C(C=C2)CC(=O)OCCCC)C=C(C1O)C(C)(C)C (n-Butyl 4-[1-(3,5-di-tert.-butyl-4-hydroxyphenethyl)-piperazin-4-yl]-phenylacetate). RXN SMILES: S(C1C=CC(C)=CC=1)([O-])(=O)=O.[C:12]([C:16]1[CH:17]=[C:18]([CH:22]=[C:23]([C:26]([CH3:29])([CH3:28])[CH3:27])[C:24]=1[OH:25])[CH2:19][CH2:20]O)([CH3:15])([CH3:14])[CH3:13].[N:30]1([C:36]2[CH:41]=[CH:40][C:39]([CH2:42][C:43]([O:45][CH2:46][CH2:47][CH2:48][CH3:49])=[O:44])=[CH:38][CH:37]=2)[CH2:35][CH2:34][NH:33][CH2:32][CH2:31]1.C(=O)([O-])[O-].[K+].[K+]>CC(=O)CC>[C:26]([C:23]1[CH:22]=[C:18]([CH:17]=[C:16]([C:12]([CH3:13])([CH3:15])[CH3:14])[C:24]=1[OH:25])[CH2:19][CH2:20][N:33]1[CH2:32][CH2:31][N:30]([C:36]2[CH:37]=[CH:38][C:39]([CH2:42][C:43]([O:45][CH2:46][CH2:47][CH2:48][CH3:49])=[O:44])=[CH:40][CH:41]=2)[CH2:35][CH2:34]1)([CH3:29])([CH3:27])[CH3:28] |f:3.4.5|. Procedure: A mixture of 20.2 g. (50 mmole) of the tosylate of 3,5-di-tert.-butyl-4-hydroxyphenethyl alcohol, 13.8 g. (50 mmole) n-butyl 4-(piperazin-1-yl)-phenylacetate, 6.9 g. (50 mmole) powdered anhydrous potassium carbonate and 200 ml. butan-2-one is maintained at reflux temperature for 24 hours, then suction filtered hot and the filtrate evaporated in a vacuum. The residue is taken up in diethyl ether, the ether phase is extracted twice with water, then dried with anhydrous sodium sulphate and evaporat... The reactants are CN(C)C=O, CCOCC, CCOC(=O)c1ccc(CCl)o1, [Na+], [Na+], O=C([O-])[O-], O, CCOC(=O)N1CCC(Nc2nc3ccccc3[nH]2)CC1. Yields the product CCOC(=O)c1ccc(Cn2c(NC3CCN(C(=O)OCC)CC3)nc3ccccc32)o1. As a reaction SMILES: [CH3:41][N:42]([CH3:43])[CH:44]=[O:45].[CH3:46][CH2:47][O:48][CH2:49][CH3:50].[Cl:28][CH2:29][c:30]1[cH:31][cH:32][c:33]([C:35](=[O:36])[O:37][CH2:38][CH3:39])[o:34]1.[Na+:22].[Na+:23].[O-:24][C:25](=[O:26])[O-:27].[OH2:40].[nH:1]1[c:2]([NH:10][CH:11]2[CH2:12][CH2:13][N:14]([C:17](=[O:18])[O:19][CH2:20][CH3:21])[CH2:15][CH2:16]2)[n:3][c:4]2[c:5]1[cH:6][cH:7][cH:8][cH:9]2>>[n:1]1([CH2:29][c:30]2[cH:31][cH:32][c:33]([C:35](=[O:36])[O:37][CH2:38][CH3:39])[o:34]2)[c:2]([NH:10][CH:11]2[CH2:12][CH2:13][N:14]([C:17](=[O:18])[O:19][CH2:20][CH3:21])[CH2:15][CH2:16]2)[n:3][c:4]2[c:5]1[cH:6][cH:7][cH:8][cH:9]2. The reactants are C(C1=CC=CC=C1)N1C(C=2C(C1=O)=C(C=CC2C2=C(C=CC=C2)[N+](=O)[O-])C)=O (N-benzyl-3-methyl-6-(2-nitrophenyl)-phthalimide), C1(=CC=CC=C1)P(C1=CC=CC=C1)C1=CC=CC=C1 (triphenylphosphine). Run in ClC1=C(C=CC=C1)Cl (o-dichlorobenzene). The product is C(C1=CC=CC=C1)N1C(=O)C=2C(=CC=3NC4=CC=CC=C4C3C2C1=O)C (N-benzyl-2-methylcarbazole-3,4-dicarboximide). The yield is 46.5%. As a reaction SMILES: [CH2:1]([N:8]1[C:12](=[O:13])[C:11]2=[C:14]([CH3:27])[CH:15]=[CH:16][C:17]([C:18]3[CH:23]=[CH:22][CH:21]=[CH:20][C:19]=3[N+:24]([O-])=O)=[C:10]2[C:9]1=[O:28])[C:2]1[CH:7]=[CH:6][CH:5]=[CH:4][CH:3]=1.C1(P(C2C=CC=CC=2)C2C=CC=CC=2)C=CC=CC=1>ClC1C=CC=CC=1Cl>[CH2:1]([N:8]1[C:9](=[O:28])[C:10]2[C:17]3[C:18]4[C:19](=[CH:20][CH:21]=[CH:22][CH:23]=4)[NH:24][C:16]=3[CH:15]=[C:14]([CH3:27])[C:11]=2[C:12]1=[O:13])[C:2]1[CH:7]=[CH:6][CH:5]=[CH:4][CH:3]=1. Reported procedure: 30 ml of o-dichlorobenzene was added to a mixture of 2.0 g of N-benzyl-3-methyl-6-(2-nitrophenyl)-phthalimide and 4.2 g of triphenylphosphine. The mixture was refluxed for 8 hours. The solvent was removed by distillation under reduced pressure. The residue was purified by column chromatography (eluant: toluene/ethyl acetate=50/1), followed by recrystallization from n-propanol to obtain 850 mg (yield: 47%) of N-benzyl-2-methylcarbazole-3,4-dicarboximide as yellow crystals. The reactants are NCCN1C(C2=CC=CC=C2C=C1)=O (2-(2-Aminoethyl)-2H-isoquinolin-1-one), CO (methanol), C(C)N1C2=C(N(C(C(C1=O)(C)C)=O)C)C=C(C=C2)C=O (1-ethyl-3,3,5-trimethyl-2,4-dioxo-2,3,4,5-tetrahydro-1H-benzo[b][1,4]diazepine-7-carbaldehyde), [BH4-].[Na+] (Sodium borohydride). The solvent is O (Water). Conditions: time 0.5 hour. Yields the product C(C)N1C2=C(N(C(C(C1=O)(C)C)=O)C)C=C(C=C2)CNCCN2C(C1=CC=CC=C1C=C2)=O (1-Ethyl-3,3,5-trimethyl-7-{[2-(1-oxo-1H-isoquinolin-2-yl)ethylamino]methyl}-1,5-dihydrobenzo[b][1,4]diazepine-2,4-dione). The yield is 80.9%. As a reaction SMILES: [NH2:1][CH2:2][CH2:3][N:4]1[CH:13]=[CH:12][C:11]2[C:6](=[CH:7][CH:8]=[CH:9][CH:10]=2)[C:5]1=[O:14].CO.[CH2:17]([N:19]1[C:25](=[O:26])[C:24]([CH3:28])([CH3:27])[C:23](=[O:29])[N:22]([CH3:30])[C:21]2[CH:31]=[C:32]([CH:35]=O)[CH:33]=[CH:34][C:20]1=2)[CH3:18].[BH4-].[Na+]>O>[CH2:17]([N:19]1[C:25](=[O:26])[C:24]([CH3:27])([CH3:28])[C:23](=[O:29])[N:22]([CH3:30])[C:21]2[CH:31]=[C:32]([CH2:35][NH:1][CH2:2][CH2:3][N:4]3[CH:13]=[CH:12][C:11]4[C:6](=[CH:7][CH:8]=[CH:9][CH:10]=4)[C:5]3=[O:14])[CH:33]=[CH:34][C:20]1=2)[CH3:18] |f:3.4|. Procedure details: 2-(2-Aminoethyl)-2H-isoquinolin-1-one (1.0 g) was added to a methanol solution (15 ml) of 1-ethyl-3,3,5-trimethyl-2,4-dioxo-2,3,4,5-tetrahydro-1H-benzo[b][1,4]diazepine-7-carbaldehyde (1.46 g). The mixture was stirred for 0.5 hours at room temperature. Sodium borohydride (0.23 g) was added to the mixture, and the mixture was stirred at room temperature overnight. Water was added to the reaction mixture, followed by extraction using dichloromethane. The organic layer was washed with water and sat... Reactants: C(C)N(CCN(C(CCOCCC1=CC2=CC=CC=C2C=C1)=O)CC(OC)OC)CC (N-[2-(Diethylamino)ethyl]-N-(2,2-dimethoxyethyl)-3-[2-(2-naphthyl)ethoxy]propanamide), C([O-])(O)=O.[Na+] (sodium bicarbonate). Run in Cl (HCl), O1CCOCC1 (dioxane). Reaction conditions: time 10 minute. The product is C(C)N(CCN(C(CCOCCC1=CC2=CC=CC=C2C=C1)=O)CC=O)CC (N-[2-(Diethylamino)ethyl]-3-[2-(2-naphthyl)ethoxy]-N-(2-oxoethyl)propanamide). The yield is 102.6%. RXN SMILES: [CH2:1]([N:3]([CH2:30][CH3:31])[CH2:4][CH2:5][N:6]([CH2:24][CH:25](OC)[O:26]C)[C:7](=[O:23])[CH2:8][CH2:9][O:10][CH2:11][CH2:12][C:13]1[CH:22]=[CH:21][C:20]2[C:15](=[CH:16][CH:17]=[CH:18][CH:19]=2)[CH:14]=1)[CH3:2].C(=O)(O)[O-].[Na+]>Cl.O1CCOCC1>[CH2:30]([N:3]([CH2:1][CH3:2])[CH2:4][CH2:5][N:6]([CH2:24][CH:25]=[O:26])[C:7](=[O:23])[CH2:8][CH2:9][O:10][CH2:11][CH2:12][C:13]1[CH:22]=[CH:21][C:20]2[C:15](=[CH:16][CH:17]=[CH:18][CH:19]=2)[CH:14]=1)[CH3:31] |f:1.2|. Reported procedure: N-[2-(Diethylamino)ethyl]-N-(2,2-dimethoxyethyl)-3-[2-(2-naphthyl)ethoxy]propanamide (Example 32c) (0.5 g) was dissolved in 4M HCl in dioxane (5.8 ml), and stirred for 10 mins. The reaction mixture was poured into saturated sodium bicarbonate solution (100 ml), which was then extracted with DCM (×4). The organic layers were combined, dried over sodium sulfate, filtered and evaporated to give the sub-titled compound (458 mg). Starting materials: Cl.C(C)OC(CNC)=O (sarcosine ethyl ester hydrochloride), C(C)OC(CC)=C(C#N)C#N (2-(1-ethoxy-propylidene)-malononitrile), [O-]CC.[Na+] (sodium ethoxide), Cl (HCl). Solvent: C(C)O (ethanol), C(C)O (ethanol), C(C)O (ethanol). Reaction conditions: temperature 15 celsius, time 8 hour. Yields the product C(C)OC(=O)C=1N(C(=C(C1N)C#N)CC)C (3-amino-4-cyano-5-ethyl-1-methyl-1H-pyrrole-2-carboxylic acid ethyl ester). The yield is 66.7%. Reaction SMILES: [O-]CC.[Na+].Cl.[CH2:6]([O:8][C:9](=[O:13])[CH2:10][NH:11][CH3:12])[CH3:7].C(O[C:17](=[C:20]([C:23]#[N:24])[C:21]#[N:22])[CH2:18][CH3:19])C.Cl>C(O)C>[CH2:6]([O:8][C:9]([C:10]1[N:11]([CH3:12])[C:17]([CH2:18][CH3:19])=[C:20]([C:21]#[N:22])[C:23]=1[NH2:24])=[O:13])[CH3:7] |f:0.1,2.3|. Procedure: Alternatively the title compound may be prepared by the following procedure. Charge ethanol (3.40 L, denatured with 0.5% toluene) to a 22 L 3-neck reaction flask equipped with a mechanical stirrer, condenser, addition funnel and cooling bath. Cool the ethanol to 8° C. and add sodium ethoxide (805 grams, 11.35 mol) portion-wise over 20 minutes. In a separate flask, combine sarcosine ethyl ester hydrochloride (697 g, 4.54 mol), 2-(1-ethoxy-propylidene)-malononitrile (681 grams, 4.54 mol, prepared ... The reactants are C[O-].[Na+] (sodium methylate), C1(=CC=C(C=C1)S(=O)(=O)OCCOCC)C ((2-ethoxy)ethyl p-toluenesulphonate), OC=1C=CC(=NC1)C (5-hydroxy-2-methylpyridine). Solvent: CO (methanol), CO (methanol), CO (methanol). Conditions: time 5 minute. The product is C(C)OCCOC=1C=CC(=NC1)C (5-(2-Ethoxyethoxy)-2-methylpyridine). As a reaction SMILES: C[O-].[Na+].[OH:4][C:5]1[CH:6]=[CH:7][C:8]([CH3:11])=[N:9][CH:10]=1.C1(C)C=CC(S(O[CH2:22][CH2:23][O:24][CH2:25][CH3:26])(=O)=O)=CC=1>CO>[CH2:23]([O:24][CH2:25][CH2:26][O:4][C:5]1[CH:6]=[CH:7][C:8]([CH3:11])=[N:9][CH:10]=1)[CH3:22] |f:0.1|. Procedure details: A solution of 994 g (18.4 mmol) of sodium methylate in 20 ml of abs. methanol is added dropwise to a solution of 2 g (18.4 mmol) of 5-hydroxy-2-methylpyridine in 20 ml of abs. methanol. The mixture is stirred for 5 minutes and then a solution of 5.83 g (23.9 mmol) of (2-ethoxy)ethyl p-toluenesulphonate in 15 ml of abs. methanol is added. The mixture is heated under reflux for 72 hours. It is evaporated to dryness, the residue is taken up in ethyl acetate and washed with saturated NaCl solution. ... Starting materials: C(C)(=O)OCOC(C(CC1=CC(=C(C=C1)OC(=O)OCC)OC(=O)OCC)(C)NN)=O (3-(3,4-Bis-ethoxycarbonyloxy-phenyl)-2-hydrazino-2-methyl-propionic acid acetoxymethyl ester), CC(C(=O)Cl)(C)C (2,2-dimethylpropionyl chloride). The product is C(C)(=O)OCOC([C@@](CC1=CC(=C(C=C1)OC(C(C)(C)C)=O)OC(C(C)(C)C)=O)(C)NN)=O ((S)-3-[3,4-Bis-(2,2-dimethylpropionyloxy)phenyl]-2-hydrazino-2-methylpropionic acid acetoxymethyl ester). Reaction SMILES: [C:1]([O:4][CH2:5][O:6][C:7](=[O:31])[C:8]([NH:29][NH2:30])([CH3:28])[CH2:9][C:10]1[CH:15]=[CH:14][C:13]([O:16][C:17]([O:19]CC)=O)=[C:12]([O:22][C:23]([O:25]CC)=O)[CH:11]=1)(=[O:3])[CH3:2].C[C:33]([CH3:38])([CH3:37])[C:34](Cl)=O>>[C:1]([O:4][CH2:5][O:6][C:7](=[O:31])[C@:8]([NH:29][NH2:30])([CH3:28])[CH2:9][C:10]1[CH:15]=[CH:14][C:13]([O:16][C:17](=[O:19])[C:33]([CH3:38])([CH3:37])[CH3:34])=[C:12]([O:22][C:23](=[O:25])[C:8]([CH3:28])([CH3:9])[CH3:7])[CH:11]=1)(=[O:3])[CH3:2]. Procedure details: Following the procedure for preparation of compound 101, and substituting ethyl chloroformate with 2,2-dimethylpropionyl chloride, provided the title compound. 1H NMR (CD3OD, 400 MHz): δ 1.33 (s, 9H), 1.34 (s, 9H), 1.46 (s, 3H), 2.12 (s, 3H), 3.08 (dd, 2H), 5.83 (dd, 2H), 7.05–7.12 (m, 3H). MS (ESI) m/z 467.35 (M+H+).